This data is from the Open Reaction Database (ORD), a public repository of structured organic reaction records. The task is: describe an organic reaction: reactants, conditions, products, and yield The reactants are BrC=1C=C(C(=NC1)Cl)S(=O)(=O)C (5-bromo-2-chloro-3-methylsulfonylpyridine), ClCCl (dichloromethane), B1(OC(C(O1)(C)C)(C)C)B2OC(C(O2)(C)C)(C)C (bis(pinacolato)diboron), C(C)(=O)[O-].[K+] (potassium acetate), IC1=C(N=C(S1)NC(C)=O)C (N-(5-iodo-4-methyl-1,3-thiazol-2-yl)acetamide), C([O-])([O-])=O.[Na+].[Na+] (sodium carbonate), ClCCl (dichloromethane), resultant mixture. Reagents/catalysts: C1=CC=C(C=C1)P([C-]2C=CC=C2)C3=CC=CC=C3.C1=CC=C(C=C1)P([C-]2C=CC=C2)C3=CC=CC=C3.Cl[Pd]Cl.[Fe+2] ([1,1′-bis(diphenylphosphino)ferrocene]dichloropalladium(II)), C1=CC=C(C=C1)P([C-]2C=CC=C2)C3=CC=CC=C3.C1=CC=C(C=C1)P([C-]2C=CC=C2)C3=CC=CC=C3.Cl[Pd]Cl.[Fe+2] ([1,1′-bis(diphenylphosphino)ferrocene]dichloropalladium(II)). The solvent is O1CCOCC1 (1,4-dioxane), C(C)O (ethanol). The product is ClC1=C(C=C(C=N1)C1=C(N=C(S1)NC(C)=O)C)S(=O)(=O)C (N-[5-(6-Chloro-5-methylsulfonyl-pyridin-3-yl)-4-methyl-1,3-thiazol-2-yl]acetamide). RXN SMILES: Br[C:2]1[CH:3]=[C:4]([S:9]([CH3:12])(=[O:11])=[O:10])[C:5]([Cl:8])=[N:6][CH:7]=1.ClCCl.B1(B2OC(C)(C)C(C)(C)O2)OC(C)(C)C(C)(C)O1.C([O-])(=O)C.[K+].I[C:40]1[S:44][C:43]([NH:45][C:46](=[O:48])[CH3:47])=[N:42][C:41]=1[CH3:49].C(=O)([O-])[O-].[Na+].[Na+]>O1CCOCC1.C1C=CC(P(C2C=CC=CC=2)[C-]2C=CC=C2)=CC=1.C1C=CC(P(C2C=CC=CC=2)[C-]2C=CC=C2)=CC=1.Cl[Pd]Cl.[Fe+2].C(O)C>[Cl:8][C:5]1[N:6]=[CH:7][C:2]([C:40]2[S:44][C:43]([NH:45][C:46](=[O:48])[CH3:47])=[N:42][C:41]=2[CH3:49])=[CH:3][C:4]=1[S:9]([CH3:12])(=[O:11])=[O:10] |f:3.4,6.7.8,10.11.12.13|. Reported procedure: A solution of 5-bromo-2-chloro-3-methylsulfonylpyridine (0.135 g, 0.5 mmol), [1,1′-bis(diphenylphosphino)ferrocene]dichloropalladium(II) 1:1 complex with dichloromethane (24 mg, 0.03 mmol), bis(pinacolato)diboron (0.135 g, 0.53 mmol) and potassium acetate (0.147 g, 1.5 mmol) in 1,4-dioxane (4 mL) was heated at 80° C. for 18 hours. The reaction mixture was cooled and N-(5-iodo-4-methyl-1,3-thiazol-2-yl)acetamide (100 mg, 0.35 mmol), 2M aqueous sodium carbonate (1.25 mL, 2.5 mmol), ethanol (0.6 mL... The reactants are C(CCC)[Li] (n-butyl lithium), BrC1=C(C=C(C=C1)NC(=O)C1=NC=CC=C1)F (N-(4-bromo-3-fluorophenyl)pyridine-2-carboxamide), C([O-])(O)=O.[Na+] (sodium bicarbonate), [Si](C)(C)(C(C)(C)C)OC1C(OCC1)=O (3-((t-butyl(dimethyl)silyl)oxy)dihydrofuran-2 (3H)-one). Run in O1CCCC1 (tetrahydrofuran). Reaction conditions: time 15 minute. The product is [Si](C)(C)(C(C)(C)C)OC(C(=O)C1=C(C=C(C=C1)NC(=O)C1=NC=CC=C1)F)CCO (N-(4-(2-((t-butyl(dimethyl)silyl)oxy)-4-hydroxybutanoyl)-3-fluorophenyl)pyridine-2-carboxamide). RXN SMILES: C([Li])CCC.Br[C:7]1[CH:12]=[CH:11][C:10]([NH:13][C:14]([C:16]2[CH:21]=[CH:20][CH:19]=[CH:18][N:17]=2)=[O:15])=[CH:9][C:8]=1[F:22].[Si:23]([O:30][CH:31]1[CH2:35][CH2:34][O:33][C:32]1=[O:36])([C:26]([CH3:29])([CH3:28])[CH3:27])([CH3:25])[CH3:24].C(=O)(O)[O-].[Na+]>O1CCCC1>[Si:23]([O:30][CH:31]([CH2:35][CH2:34][OH:33])[C:32]([C:7]1[CH:12]=[CH:11][C:10]([NH:13][C:14]([C:16]2[CH:21]=[CH:20][CH:19]=[CH:18][N:17]=2)=[O:15])=[CH:9][C:8]=1[F:22])=[O:36])([C:26]([CH3:29])([CH3:28])[CH3:27])([CH3:25])[CH3:24] |f:3.4|. Reported procedure: 3.1 ml of n-butyl lithium (2.66 M hexane solution) was dropwise added to a tetrahydrofuran (100 ml) solution of 1.1 g of N-(4-bromo-3-fluorophenyl)pyridine-2-carboxamide at −78° C., and the reaction liquid was stirred at the same temperature for 15 minutes. 1.21 g of 3-((t-butyl(dimethyl)silyl)oxy)dihydrofuran-2 (3H)-one was added to the reaction liquid, and the reaction liquid was stirred at the same temperature for 1 hour. Aqueous saturated sodium bicarbonate solution was added to the reaction...